This data is from the Open Reaction Database (ORD), a public repository of structured organic reaction records. The task is: describe an organic reaction: reactants, conditions, products, and yield The reactants are NC1=C(C(C2=C(N=C(N=C2)NC2=C(C=C(C=C2)C2CCN(CC2)C(=O)OC(C)(C)C)OC)N1CC)=O)C(N)=O (tert-Butyl 4-[4-(7-amino-6-carbamoyl-8-ethyl-5-oxo-5,8-dihydropyrido[2,3-d]pyrimidin-2-ylamino)-3-methoxyphenyl]piperidine-1-carboxylate), CCOCC (ether), solution, Cl (hydrogen chloride). Run in ClCCl.CO (dichloromethane methanol), O1CCOCC1 (dioxane). Conditions: time 8 hour. Yields the product Cl.NC1=C(C(C2=C(N=C(N=C2)NC2=C(C=C(C=C2)C2CCNCC2)OC)N1CC)=O)C(=O)N (7-Amino-8-ethyl-2-(2-methoxy-4-piperid-4-ylphenylamino)-5-oxo-5,8-dihydropyrido[2,3-d]pyrimidine-6-carboxamide hydrochloride). As a reaction SMILES: [NH2:1][C:2]1[N:33]([CH2:34][CH3:35])[C:6]2[N:7]=[C:8]([NH:11][C:12]3[CH:17]=[CH:16][C:15]([CH:18]4[CH2:23][CH2:22][N:21](C(OC(C)(C)C)=O)[CH2:20][CH2:19]4)=[CH:14][C:13]=3[O:31][CH3:32])[N:9]=[CH:10][C:5]=2[C:4](=[O:36])[C:3]=1[C:37](=[O:39])[NH2:38].[ClH:40].CCOCC>ClCCl.CO.O1CCOCC1>[ClH:40].[NH2:1][C:2]1[N:33]([CH2:34][CH3:35])[C:6]2[N:7]=[C:8]([NH:11][C:12]3[CH:17]=[CH:16][C:15]([CH:18]4[CH2:23][CH2:22][NH:21][CH2:20][CH2:19]4)=[CH:14][C:13]=3[O:31][CH3:32])[N:9]=[CH:10][C:5]=2[C:4](=[O:36])[C:3]=1[C:37]([NH2:38])=[O:39] |f:3.4,6.7|. Procedure: 0.51 g (0.95 mmol) of the product prepared in step 4.4 is suspended in 10 mL of a dichloromethane/methanol mixture (v/v=8/2), and 3.55 mL (14.20 mmol) of a 4N solution of hydrogen chloride in dioxane are added. The mixture is stirred at room temperature overnight, and ether is added. The solid is drained by suction, rinsed with pentane and dried in an oven. 0.48 g the expected product is obtained in the form of a beige-coloured solid, which is used as obtained in the following step. Yield (dihyd... Procedure: 4-Nitro-2-(tetrahydro-2H-pyran-2-yl)-6-[3-(tetrahydro-2H-pyran-2-yloxy)phenyl]-2H-indazole (1.06 g, 2.5 mmol) was dissolved in ethyl acetate (100 ml) and 10% Pd/C (53 mg) was added. The reaction was stirred under an atmosphere of hydrogen gas (1 atm) at RT for 16 h. The reaction mixture was filtered through celite and the solvent was removed in vacuo to yield the title compound, 828 mg, used without further purification. Run in C(C)(=O)OCC (ethyl acetate). Reagents/catalysts: [Pd] (Pd/C). Starting materials: [N+](=O)([O-])C=1C2=CN(N=C2C=C(C1)C1=CC(=CC=C1)OC1OCCCC1)C1OCCCC1 (4-Nitro-2-(tetrahydro-2H-pyran-2-yl)-6-[3-(tetrahydro-2H-pyran-2-yloxy)phenyl]-2H-indazole). RXN SMILES: [N+:1]([C:4]1[C:5]2[C:9]([CH:10]=[C:11]([C:13]3[CH:18]=[CH:17][CH:16]=[C:15]([O:19][CH:20]4[CH2:25][CH2:24][CH2:23][CH2:22][O:21]4)[CH:14]=3)[CH:12]=1)=[N:8][N:7]([CH:26]1[CH2:31][CH2:30][CH2:29][CH2:28][O:27]1)[CH:6]=2)([O-])=O>C(OCC)(=O)C.[Pd]>[O:27]1[CH2:28][CH2:29][CH2:30][CH2:31][CH:26]1[N:7]1[CH:6]=[C:5]2[C:9]([CH:10]=[C:11]([C:13]3[CH:18]=[CH:17][CH:16]=[C:15]([O:19][CH:20]4[CH2:25][CH2:24][CH2:23][CH2:22][O:21]4)[CH:14]=3)[CH:12]=[C:4]2[NH2:1])=[N:8]1. Run at time 16 hour. Yields the product O1C(CCCC1)N1N=C2C=C(C=C(C2=C1)N)C1=CC(=CC=C1)OC1OCCCC1 (2-(Tetrahydro-2H-pyran-2-yl)-6-[3-(tetrahydro-2H-pyran-2-yloxy)phenyl]-2H-indazol-4-amine).